From a dataset of the Open Reaction Database (ORD), a public repository of structured organic reaction records. describe an organic reaction: reactants, conditions, products, and yield Reactants: CN(CC(O)CCl)C(=O)OC(C)(C)C, C1CCOC1, [Na+], [OH-]. Yields the product CN(CC1CO1)C(=O)OC(C)(C)C. RXN SMILES: [C:1]([CH3:2])([CH3:3])([CH3:4])[O:5][C:6]([N:7]([CH3:8])[CH2:9][CH:10]([CH2:11][Cl:12])[OH:13])=[O:14].[CH2:17]1[O:18][CH2:19][CH2:20][CH2:21]1.[Na+:16].[OH-:15]>>[C:1]([CH3:2])([CH3:3])([CH3:4])[O:5][C:6]([N:7]([CH3:8])[CH2:9][CH:10]1[CH2:11][O:13]1)=[O:14].